Dataset: the Open Reaction Database (ORD), a public repository of structured organic reaction records. Task: describe an organic reaction: reactants, conditions, products, and yield Yields the product CC(C)C(=O)c1ncccc1Cl. As a reaction SMILES: [CH2:16]1[CH2:19][CH2:18][CH2:17][O:20]1.[Cl:1][Mg:2][CH:3]([CH3:4])[CH3:5].[Cl:6][c:7]1[c:8]([C:13]#[N:14])[n:9][cH:10][cH:11][cH:12]1.[ClH:15]>>[CH:3]([CH3:4])([CH3:5])[C:13]([c:8]1[c:7]([Cl:6])[cH:12][cH:11][cH:10][n:9]1)=[O:20]. Starting materials: C1CCOC1, CC(C)[Mg]Cl, N#Cc1ncccc1Cl, Cl. Reactants: C(C)N1CCC(CC1)C1=CC(=CC=C1)OC (N-Ethyl-4-(3-methoxyphenyl)piperidine), BrC=1C=C(C=CC1)OC (3-bromoanisole), C(C)(CC)[Li] (sec-butyllithium), C(C)(CC)[Li] (sec-butyllithium). Run in O1CCCC1 (tetrahydrofuran), O1CCCC1 (tetrahydrofuran), CCCCCC (hexane). Conditions: temperature -50 celsius, time 1 hour. Product: C(C)N1CCC(CC1)(C1=CC(=CC=C1)OC)O (N-ethyl-4-hydroxy-4-(3-methoxyphenyl)piperidine). Yield: 33.9%. As a reaction SMILES: BrC1C=C([O:8]C)C=CC=1.C([Li])(CC)C.[CH2:15]([N:17]1[CH2:22][CH2:21][CH:20]([C:23]2[CH:28]=[CH:27][CH:26]=[C:25]([O:29][CH3:30])[CH:24]=2)[CH2:19][CH2:18]1)[CH3:16]>O1CCCC1.CCCCCC>[CH2:15]([N:17]1[CH2:22][CH2:21][C:20]([OH:8])([C:23]2[CH:28]=[CH:27][CH:26]=[C:25]([O:29][CH3:30])[CH:24]=2)[CH2:19][CH2:18]1)[CH3:16]. Procedure: To a stirred solution of 3-bromoanisole (12.83 g, 0.069 mol) in dry tetrahydrofuran (70 ml) at -50° C. under an atmosphere of nitrogen was added sec-butyllithium (1.3M in hexanes, 68.5 ml, 0.089 mol) dropwise, ensuring that the temperature in the reaction vessel did not rise above -50° C. After complete addition of the sec-butyllithium, a white precipitate formed, and the reaction was stirred for 1 hour at -50° C. N-Ethyl-4-(3-methoxyphenyl)piperidine (10.5 ml, 0.079 mol) in dry tetrahydrofuran ... Reactants: CC#N, CC(=O)O, CO, Nc1ccc(Cl)cc1Cc1ccccc1F, ClC(Cl)Cl, Cl. Yields the product CC(N)=Nc1ccc(Cl)cc1Cc1ccccc1F. As a reaction SMILES: [CH3:17][C:18]#[N:19].[CH3:21][C:22](=[O:23])[OH:24].[CH3:29][OH:30].[Cl:1][c:2]1[cH:3][c:4]([CH2:9][c:10]2[c:11]([F:16])[cH:12][cH:13][cH:14][cH:15]2)[c:5]([NH2:8])[cH:6][cH:7]1.[Cl:25][CH:26]([Cl:27])[Cl:28].[ClH:20]>>[Cl:1][c:2]1[cH:3][c:4]([CH2:9][c:10]2[c:11]([F:16])[cH:12][cH:13][cH:14][cH:15]2)[c:5]([N:8]=[C:18]([CH3:17])[NH2:19])[cH:6][cH:7]1. Solvent: C1(=CC=CC=C1)C (toluene), C(C)(C)O (isopropanol), C(Cl)(Cl)Cl (CHCl3). Conditions: time 15 hour. RXN SMILES: [CH2:1]([O:3][CH2:4][C:5]1[N:6]([NH2:18])[C:7]2[C:16]3[CH:15]=[CH:14][CH:13]=[CH:12][C:11]=3[N:10]=[CH:9][C:8]=2[N:17]=1)[CH3:2].[CH:19](=O)[CH2:20][CH:21]([CH3:23])[CH3:22]>C1(C)C=CC=CC=1.C(O)(C)C.C(Cl)(Cl)Cl.C1(C)C=CC(S([O-])(=O)=O)=CC=1.[NH+]1C=CC=CC=1>[CH2:1]([O:3][CH2:4][C:5]1[N:6]([N:18]=[CH:19][CH2:20][CH:21]([CH3:23])[CH3:22])[C:7]2[C:16]3[CH:15]=[CH:14][CH:13]=[CH:12][C:11]=3[N:10]=[CH:9][C:8]=2[N:17]=1)[CH3:2] |f:5.6|. Reagents/catalysts: C1(=CC=C(C=C1)S(=O)(=O)[O-])C.[NH+]1=CC=CC=C1 (pyridinium p-toluenesulfonate). Product: C(C)OCC=1N(C2=C(C=NC=3C=CC=CC23)N1)N=CCC(C)C (N-(2-ethoxymethyl-1H-imidazo[4,5-c]quinolin-1-yl)(3-methylbutylidene)amine). The reactants are C(C)OCC=1N(C2=C(C=NC=3C=CC=CC23)N1)N (2-ethoxymethyl-1H-imidazo[4,5-c]quinolin-1-amine), C(CC(C)C)=O (isovaleraldehyde). Yield: 99.8%. Procedure details: A solution of 2-ethoxymethyl-1H-imidazo[4,5-c]quinolin-1-amine (1.00 g, 4.13 mmol) in 20 mL of toluene and 5 mL of isopropanol was treated with isovaleraldehyde (0.94 mL, 8.76 mmol) and pyridinium p-toluenesulfonate (0.052 g, 0.21 mmol) and the reaction mixture was heated to reflux under an atmosphere of nitrogen. After 15 h, the reaction mixture was concentrated under reduced pressure to yield a brown oil. The oil was dissolved in CHCl3 and washed with water (2×) and brine, dried over Na2SO4, f...